Dataset: the Open Reaction Database (ORD), a public repository of structured organic reaction records. Task: describe an organic reaction: reactants, conditions, products, and yield The reactants are COC1=CC=C(C2=C(C=CC(=C12)SCC(OCC)OCC)OC)SCC(OCC)OCC ((4,8-dimethoxynaphthalene-1,5-diyl)bis((2,2-diethoxyethyl)sulfane)), ClCCl (dichloromethane), Polyphosphoric acid. Solvent: ClC1=CC=CC=C1 (chlorobenzene), ClC1=CC=CC=C1 (chlorobenzene). Product: COC1=CC2=C(SC=C2)C=2C(=CC3=C(SC=C3)C12)OC (4,9-dimethoxynaphtho[1,2-b:5,6-b′]dithiophene), solid. The yield is 86.0%. RXN SMILES: [CH3:1][O:2][C:3]1[C:12]2[C:7](=[C:8]([O:22][CH3:23])[CH:9]=[CH:10][C:11]=2[S:13][CH2:14][CH:15](OCC)OCC)[C:6]([S:24][CH2:25][CH:26](OCC)OCC)=[CH:5][CH:4]=1.ClCCl>ClC1C=CC=CC=1>[CH3:1][O:2][C:3]1[C:12]2[C:11]3[S:13][CH:14]=[CH:15][C:10]=3[CH:9]=[C:8]([O:22][CH3:23])[C:7]=2[C:6]2[S:24][CH:25]=[CH:26][C:5]=2[CH:4]=1. Reported procedure: Polyphosphoric acid (0.29 g) was solubilized in chlorobenzene (10.0 mL) and heated at reflux for 3 hours under nitrogen. A solution of compound 3 (0.225 g, 0.464 mmol) in chlorobenzene (3.0 mL) was added dropwise to the reaction mixture. The mixture was stirring was continued at reflux overnight. After the mixture was cooled down to room temperature, dichloromethane (100 mL) was added, and the mixture was washed with NaHCO3 (saturated, 2×50 mL) and brine (50 mL). The solution was dried over Na2S... Reactants: C1(CCCCCCC1)CNC1=CC=C(C=C1)CC(=O)O (4-(cyclooctylmethylamino)phenylacetic acid), C(=O)(OCC1=CC=CC=C1)Cl (carbobenzyloxy chloride), C(Cl)(Cl)Cl (chloroform), C([O-])([O-])=O.[Na+].[Na+] (sodium carbonate). The solvent is O (water). Reaction conditions: temperature 40 celsius, time 2 hour. Product: C(=O)(OCC1=CC=CC=C1)N(C1=CC=C(C=C1)CC(=O)Cl)CC1CCCCCCC1 (4-(N-carbobenzyloxycyclooctylmethylamino)phenylacetyl chloride). As a reaction SMILES: [CH:1]1([CH2:9][NH:10][C:11]2[CH:16]=[CH:15][C:14]([CH2:17][C:18]([OH:20])=O)=[CH:13][CH:12]=2)[CH2:8][CH2:7][CH2:6][CH2:5][CH2:4][CH2:3][CH2:2]1.C(Cl)(Cl)[Cl:22].C(=O)([O-])[O-].[Na+].[Na+].[C:31](Cl)([O:33][CH2:34][C:35]1[CH:40]=[CH:39][CH:38]=[CH:37][CH:36]=1)=[O:32]>O>[C:31]([N:10]([CH2:9][CH:1]1[CH2:2][CH2:3][CH2:4][CH2:5][CH2:6][CH2:7][CH2:8]1)[C:11]1[CH:12]=[CH:13][C:14]([CH2:17][C:18]([Cl:22])=[O:20])=[CH:15][CH:16]=1)([O:33][CH2:34][C:35]1[CH:36]=[CH:37][CH:38]=[CH:39][CH:40]=1)=[O:32] |f:2.3.4|. Reported procedure: To 15 g. 4-(cyclooctylmethylamino)phenylacetic acid in 200 ml. warm chloroform is added a solution of 12 g. sodium carbonate in 150 ml. water. To the vigorously stirred solution is added 10 g, carbobenzyloxy chloride. After 2 hours stirring at 40° C., the layers are separated, washed three times with 1 N hydrochloric acid, dried, and evaporated to an oil. The oil is dissolved in 30 ml. Prevaporated to an oil. The oil is dissolved in 300 ml. toluene, treated with 15 ml. thionyl chloride and the s...